The task is: describe an organic reaction: reactants, conditions, products, and yield. This data is from the Open Reaction Database (ORD), a public repository of structured organic reaction records. Starting materials: O=C([O-])O, CCNS(=O)(=O)Cl, Cc1ccccc1, [Na+], Oc1ccccc1. Yields the product CCNS(=O)(=O)Oc1ccccc1. RXN SMILES: [C:15](=[O:16])([OH:17])[O-:18].[CH2:8]([CH3:9])[NH:10][S:11](=[O:12])(=[O:13])[Cl:14].[CH3:20][c:21]1[cH:22][cH:23][cH:24][cH:25][cH:26]1.[Na+:19].[OH:1][c:2]1[cH:3][cH:4][cH:5][cH:6][cH:7]1>>[O:1]([c:2]1[cH:3][cH:4][cH:5][cH:6][cH:7]1)[S:11]([NH:10][CH2:8][CH3:9])(=[O:12])=[O:13]. Reactants: BrC1=CC=C(CN2C(=NC3=C2C=CC(=C3)OCC3=NC2=CC=CC=C2C=C3)CC3(CCCC3)C(=O)OCC)C=C1 (ethyl 1-((1-(4-bromobenzyl)-5-(quinolin-2-ylmethoxy)-1H-benzo[d]imidazol-2-yl)methyl)cyclopentanecarboxylate), BrC=1C=C(CNC=2C(=CC(=CC2)OCC2=NC3=CC=CC=C3C=C2)N)C=CC1 (N1-(3-bromobenzyl)-4-(quinolin-2-ylmethoxy)benzene-1,2-diamine), CC1([C@@H]2C(OC([C@H]12)=O)=O)C (cis-6,6-dimethyl-3-oxa-bicyclo[3.1.0]hexane-2,4-dione). Product: BrC=1C=C(CN2C(=NC3=C2C=CC(=C3)OCC3=NC2=CC=CC=C2C=C3)C3C(C3C(=O)OCC)(C)C)C=CC1 (racemic Ethyl 3-(1-(3-bromobenzyl)-5-(quinolin-2-ylmethoxy)-1H-benzo[d]imidazol-2-yl)-2,2-dimethylcyclopropanecarboxylate). As a reaction SMILES: BrC1C=CC([CH2:6][N:7]2[C:11]3[CH:12]=[CH:13][C:14]([O:16][CH2:17][C:18]4[CH:27]=[CH:26][C:25]5[C:20](=[CH:21][CH:22]=[CH:23][CH:24]=5)[N:19]=4)=[CH:15][C:10]=3[N:9]=[C:8]2[CH2:28][C:29]2([C:34]([O:36][CH2:37][CH3:38])=[O:35])CC[CH2:31][CH2:30]2)=CC=1.[Br:41][C:42]1[CH:43]=[C:44]([CH:66]=[CH:67][CH:68]=1)CNC1C(N)=CC(OCC2C=CC3C(=CC=CC=3)N=2)=CC=1.[CH3:69]C1(C)[C@@H]2[C@H]1C(=O)OC2=O>>[Br:41][C:42]1[CH:68]=[C:67]([CH:66]=[CH:44][CH:43]=1)[CH2:6][N:7]1[C:11]2[CH:12]=[CH:13][C:14]([O:16][CH2:17][C:18]3[CH:27]=[CH:26][C:25]4[C:20](=[CH:21][CH:22]=[CH:23][CH:24]=4)[N:19]=3)=[CH:15][C:10]=2[N:9]=[C:8]1[CH:28]1[CH:29]([C:34]([O:36][CH2:37][CH3:38])=[O:35])[C:30]1([CH3:31])[CH3:69]. Reported procedure: The title compound was prepared using similar methods to those for ethyl 1-((1-(4-bromobenzyl)-5-(quinolin-2-ylmethoxy)-1H-benzo[d]imidazol-2-yl)methyl)cyclopentanecarboxylate using N1-(3-bromobenzyl)-4-(quinolin-2-ylmethoxy)benzene-1,2-diamine and cis-6,6-dimethyl-3-oxa-bicyclo[3.1.0]hexane-2,4-dione. MS (ESI): mass calcd. for C32H30BrN3O3, 583.15; m/z found, 584.1 [M+H]+. Yields the product ClC=1C(=NC(=CC1)N(C(OC(C)(C)C)=O)CC1COCCC1)C1=CC(=NC=C1Cl)F (racemic tert-butyl 3,5′-dichloro-2′-fluoro-2,4′-bipyridin-6-yl((tetrahydro-2H-pyran-3-yl)methyl)carbamate). Reported procedure: To a scintillation vial was added racemic tert-butyl 6-bromo-5-chloropyridin-2-yl((tetrahydro-2H-pyran-3-yl)methyl)carbamate (832 mg, 2.051 mmol), 5-chloro-2-fluoropyridin-4-ylboronic acid (719 mg, 4.10 mmol) and PdCl2(dppf).CH2Cl2 adduct (167 mg, 0.205 mmol) followed by DME (3 mL) and 2M Na2CO3 aq (2 mL). The mixture was heated at 90° C. for 20 h, then allowed to cool and added water and then extracted with EtOAc (×3). The organics were washed with water (×2), saturated brine (×2), then dried (... As a reaction SMILES: Br[C:2]1[N:7]=[C:6]([N:8]([CH2:16][CH:17]2[CH2:22][CH2:21][CH2:20][O:19][CH2:18]2)[C:9](=[O:15])[O:10][C:11]([CH3:14])([CH3:13])[CH3:12])[CH:5]=[CH:4][C:3]=1[Cl:23].[Cl:24][C:25]1[C:26](B(O)O)=[CH:27][C:28]([F:31])=[N:29][CH:30]=1.C(Cl)Cl.C([O-])([O-])=O.[Na+].[Na+]>C1C=CC(P(C2C=CC=CC=2)[C-]2C=CC=C2)=CC=1.C1C=CC(P(C2C=CC=CC=2)[C-]2C=CC=C2)=CC=1.Cl[Pd]Cl.[Fe+2].O.COCCOC>[Cl:23][C:3]1[C:2]([C:26]2[C:25]([Cl:24])=[CH:30][N:29]=[C:28]([F:31])[CH:27]=2)=[N:7][C:6]([N:8]([CH2:16][CH:17]2[CH2:22][CH2:21][CH2:20][O:19][CH2:18]2)[C:9](=[O:15])[O:10][C:11]([CH3:14])([CH3:13])[CH3:12])=[CH:5][CH:4]=1 |f:3.4.5,6.7.8.9|. Reagents/catalysts: C1=CC=C(C=C1)P([C-]2C=CC=C2)C3=CC=CC=C3.C1=CC=C(C=C1)P([C-]2C=CC=C2)C3=CC=CC=C3.Cl[Pd]Cl.[Fe+2] (PdCl2(dppf)). Reaction conditions: temperature 90 celsius. Reactants: C(Cl)Cl (CH2Cl2), C(=O)([O-])[O-].[Na+].[Na+] (Na2CO3), BrC1=C(C=CC(=N1)N(C(OC(C)(C)C)=O)CC1COCCC1)Cl (racemic tert-butyl 6-bromo-5-chloropyridin-2-yl((tetrahydro-2H-pyran-3-yl)methyl)carbamate), ClC=1C(=CC(=NC1)F)B(O)O (5-chloro-2-fluoropyridin-4-ylboronic acid). Yield: 40.0%. Run in COCCOC (DME), O (water). Reactants: CCCCCCCCBr, O=c1c2ccccc2nc2[nH]c3ccccc3n12. Product: CCCCCCCCn1c2ccccc2n2c(=O)c3ccccc3nc12. RXN SMILES: [CH2:19]([CH2:20][CH2:21][CH2:22][CH2:23][CH2:24][CH2:25][CH3:26])[Br:27].[cH:1]1[c:2]2[c:3](=[O:18])[n:4]3[c:5]([n:6][c:7]2[cH:8][cH:9][cH:10]1)[nH:11][c:12]1[c:13]3[cH:14][cH:15][cH:16][cH:17]1>>[cH:1]1[c:2]2[c:3](=[O:18])[n:4]3[c:5]([n:6][c:7]2[cH:8][cH:9][cH:10]1)[n:11]([CH2:19][CH2:20][CH2:21][CH2:22][CH2:23][CH2:24][CH2:25][CH3:26])[c:12]1[c:13]3[cH:14][cH:15][cH:16][cH:17]1. Reactants: NC(C1=CC=C(OCCCCCOC2=C(C=C(C(=O)N(C(C)C)C(C)C)C=C2)OC)C=C1)=NO (4-[5-[4-[amino(hydroxyimino)methyl]phenoxy]pentyloxy]-3-methoxy-N,N-bis(1-methylethyl)benzamide), [Cl-].[Al+3].[Cl-].[Cl-] (aluminum chloride), C(C)S (ethanethiol). Run in ClCCl (dichloromethane). Run at temperature 0 celsius, time 1 hour. The product is NC(C1=CC=C(OCCCCCOC2=C(C=C(C(=O)N(C(C)C)C(C)C)C=C2)O)C=C1)=NO (4-[5-[4-[amino(hydroxyimino)methyl]phenoxy]pentyloxy]-3-hydroxy-N,N-bis(1-methylethyl)benzamide). RXN SMILES: [NH2:1][C:2](=[N:33][OH:34])[C:3]1[CH:32]=[CH:31][C:6]([O:7][CH2:8][CH2:9][CH2:10][CH2:11][CH2:12][O:13][C:14]2[CH:28]=[CH:27][C:17]([C:18]([N:20]([CH:24]([CH3:26])[CH3:25])[CH:21]([CH3:23])[CH3:22])=[O:19])=[CH:16][C:15]=2[O:29]C)=[CH:5][CH:4]=1.[Cl-].[Al+3].[Cl-].[Cl-].C(S)C>ClCCl>[NH2:1][C:2](=[N:33][OH:34])[C:3]1[CH:4]=[CH:5][C:6]([O:7][CH2:8][CH2:9][CH2:10][CH2:11][CH2:12][O:13][C:14]2[CH:28]=[CH:27][C:17]([C:18]([N:20]([CH:24]([CH3:25])[CH3:26])[CH:21]([CH3:23])[CH3:22])=[O:19])=[CH:16][C:15]=2[OH:29])=[CH:31][CH:32]=1 |f:1.2.3.4|. Procedure: A stirred solution of 4-[5-[4-[amino(hydroxyimino)methyl]phenoxy]pentyloxy]-3-methoxy-N,N-bis(1-methylethyl)benzamide (200 mg, 0.4 mmol) in 4 mL of dichloromethane at 0° C. is treated with aluminum chloride (292 mg, 2.2 mmol) and ethanethiol (4 mL, 54 mmol). After stirring at 0° C. for 1 hour, reaction mixture is partitioned between ethyl acetate and saturated ammonium hydroxide solution. The organic phase is dried with magnesium sulfate and concentrated in vacuo. The resulting material is purif... Reactants: [Cr](=O)(=O)([O-])Cl.[NH+]1=CC=CC=C1 (pyridinium chlorochromate), ClC1=C(C=CC(=C1)Cl)CC(CO)C1=CC=C(C=C1)Cl (3-(2,4-Dichlorophenyl)-2-(4-chlorophenyl)propanol), CCOCC (ether). Solvent: C(Cl)Cl (CH2Cl2). Reaction conditions: time 10 minute. Yields the product ClC1=C(C=CC(=C1)Cl)CC(C=O)C1=CC=C(C=C1)Cl (3-(2,4-Dichlorophenyl)-2-(4-chorophenyl)propanal). As a reaction SMILES: [Cl:1][C:2]1[CH:7]=[C:6]([Cl:8])[CH:5]=[CH:4][C:3]=1[CH2:9][CH:10]([C:13]1[CH:18]=[CH:17][C:16]([Cl:19])=[CH:15][CH:14]=1)[CH2:11][OH:12].[Cr](Cl)([O-])(=O)=O.[NH+]1C=CC=CC=1.CCOCC>C(Cl)Cl>[Cl:1][C:2]1[CH:7]=[C:6]([Cl:8])[CH:5]=[CH:4][C:3]=1[CH2:9][CH:10]([C:13]1[CH:14]=[CH:15][C:16]([Cl:19])=[CH:17][CH:18]=1)[CH:11]=[O:12] |f:1.2|. Procedure details: To a solution of 3-(2,4-dichlorophenyl)-2-(4-chorophenyl)propanol (Step B, 0.89 g, 2.8 mmol) in 20 mL CH2Cl2 was added crushed activated molecular sieves (4 g). After stirring at room temperature for 10 min, pyridinium chlorochromate (0.90 g, 4.2 mmol) was added. After stirring at room temperature for 1 h, CELITE diatomaceous earth (4 g) was added followed by 100 mL ether. The resulting mixture was filtered through a silica gel pad, which was washed with ether (2×50 mL). The filtrate was concent... Reactants: C(=O)(OC)[C@H](O)[C@@H](O)C(=O)OC (dimethyl L-tartrate), OCC(N)(CO)CO (tris-hydroxymethyl-methylamine). Solvent: CO (methanol). The product is OCC(CO)(CO)NC([C@H](O)[C@@H](O)C(=O)NC(CO)(CO)CO)=O (N,N'-bis-(2-hydroxy-1,1-bis-hydroxymethyl-ethyl)-L-tartaramide). As a reaction SMILES: [C:1]([C@@H:5]([C@H:7]([C:9]([O:11]C)=O)[OH:8])[OH:6])([O:3]C)=O.[OH:13][CH2:14][C:15]([CH2:19][OH:20])([CH2:17][OH:18])[NH2:16]>CO>[OH:13][CH2:14][C:15]([NH:16][C:1](=[O:3])[C@@H:5]([C@H:7]([C:9]([NH:16][C:15]([CH2:19][OH:20])([CH2:17][OH:18])[CH2:14][OH:13])=[O:11])[OH:8])[OH:6])([CH2:19][OH:20])[CH2:17][OH:18]. Reported procedure: A suspension of 1.78 g of dimethyl L-tartrate and 4.85 g of tris-hydroxymethyl-methylamine in 50 ml of methanol was heated under reflux for 6 days and then concentrated. The residue was purified by chromatography over silica gel with ethyl acetate/methanol/water as the eluent and gave N,N'-bis-(2-hydroxy-1,1-bis-hydroxymethyl-ethyl)-L-tartaramide, [a]+101.00 (c 0.4; dimethyl sulfoxide), MS: m/z 357.3 ([M+H]+). Reactants: O=C([O-])O, OC1(c2ccc(Cl)cc2)CCNCC1, F, [Na+], c1ccncc1. The product is FC1(c2ccc(Cl)cc2)CCNCC1. As a reaction SMILES: [C:16](=[O:17])([OH:18])[O-:19].[Cl:2][c:3]1[cH:4][cH:5][c:6]([C:9]2([OH:15])[CH2:10][CH2:11][NH:12][CH2:13][CH2:14]2)[cH:7][cH:8]1.[FH:1].[Na+:20].[cH:21]1[cH:22][cH:23][n:24][cH:25][cH:26]1>>[F:1][C:9]1([c:6]2[cH:5][cH:4][c:3]([Cl:2])[cH:8][cH:7]2)[CH2:10][CH2:11][NH:12][CH2:13][CH2:14]1.